Dataset: the Open Reaction Database (ORD), a public repository of structured organic reaction records. Task: describe an organic reaction: reactants, conditions, products, and yield Starting materials: ClC1=NN(C(N1C1=C(C=O)C=CC=C1)=O)C (2-(3-chloro-1,5-dihydro-1-methyl-5-oxo-4H-1,2,4-triazol-4-yl)benzaldehyde), FC(C=1C(=NC=CC1)N(N)C)(F)F (1-[3-(trifluoromethyl)pyridin-2-yl]-1-methylhydrazine). Reagents/catalysts: C(C)(=O)O (acetic acid). The solvent is C(C)O (ethanol), C(C)O (ethanol), C([O-])(O)=O.[Na+] (sodium bicarbonate). Reaction conditions: temperature 50 celsius. Product: ClC=1N(C(N(N1)C)=O)C1=C(C=CC=C1)C=NN(C1=NC=CC=C1C(F)(F)F)C (5-chloro-2,4-dihydro-2-methyl-4-[2-[[methyl[3-(trifluoromethyl)-2-pyridinyl]hydrazono]methyl]phenyl]-3H-1,2,4-triazol-3-one). As a reaction SMILES: [Cl:1][C:2]1[N:6]([C:7]2[CH:14]=[CH:13][CH:12]=[CH:11][C:8]=2[CH:9]=O)[C:5](=[O:15])[N:4]([CH3:16])[N:3]=1.[F:17][C:18]([F:29])([F:28])[C:19]1[C:20]([N:25]([CH3:27])[NH2:26])=[N:21][CH:22]=[CH:23][CH:24]=1>C(O)C.C(O)(=O)C.C(=O)(O)[O-].[Na+]>[Cl:1][C:2]1[N:6]([C:7]2[CH:14]=[CH:13][CH:12]=[CH:11][C:8]=2[CH:9]=[N:26][N:25]([CH3:27])[C:20]2[C:19]([C:18]([F:29])([F:28])[F:17])=[CH:24][CH:23]=[CH:22][N:21]=2)[C:5](=[O:15])[N:4]([CH3:16])[N:3]=1 |f:4.5|. Procedure: The title compound of Step A (0.20 g, 0.80 mmol) was dissolved in absolute ethanol (7 mL) and a solution of 1-[3-(trifluoromethyl)pyridin-2-yl]-1-methylhydrazine in ethanol (3 mL) was added followed by 3 drops of glacial acetic acid. The mixture was warmed to 50° C. for 1 h, cooled to room temperature and then diluted with aqueous sodium bicarbonate and extracted three times with ethyl acetate. The combined organic phases were dried (MgSO4), filtered and concentrated to give 0.38 g of the title ... Reactants: CC(=O)O, CCOC(C)=O, COC(C(=O)C(C#N)c1cccc(C(F)(F)F)c1)C(C)C, O=S(=O)(O)O. Yields the product CC(C)C1OC(N)=C(c2cccc(C(F)(F)F)c2)C1=O. As a reaction SMILES: [CH3:27][C:28](=[O:29])[OH:30].[CH3:31][CH2:32][O:33][C:34](=[O:35])[CH3:36].[F:1][C:2]([c:3]1[cH:4][c:5]([CH:9]([C:10]#[N:11])[C:12]([CH:13]([CH:14]([CH3:15])[CH3:16])[O:17][CH3:18])=[O:19])[cH:6][cH:7][cH:8]1)([F:20])[F:21].[S:22](=[O:23])(=[O:24])([OH:25])[OH:26]>>[F:1][C:2]([c:3]1[cH:4][c:5]([C:9]2=[C:10]([NH2:11])[O:17][CH:13]([CH:14]([CH3:15])[CH3:16])[C:12]2=[O:19])[cH:6][cH:7][cH:8]1)([F:20])[F:21]. The reactants are C(C)(=O)OCC (ethyl acetate), O=C[C@H](O)[C@@H](O)[C@H](O)[C@H](O)CO (D-glucose), ClCCN=C=O (2-chloroethyl isocyanate), CN.CO (methylamine methanol), 1-methylamino-1-deoxy-D-glucose. Reported procedure: A mixture of 3.6 g of D-glucose and a 10% methylamine-methanol solution is heated at 60° C. for 20 minutes in a sealed tube. The reaction mixture is condensed to dryness under reduced pressure, whereby 3.8 g of 1-methylamino-1-deoxy-D-glucose are obtained as a crude product. 3.8 g of said crude product are dissolved in 40 ml of methanol, and a solution of 2.5 g of 2-chloroethyl isocyanate in 10 ml of tetrahydrofuran is added dropwise thereto at 0° to 5° C. The solution is stirred at the same tem... Solvent: CCOCC (ether), O1CCCC1 (tetrahydrofuran), CO (methanol). The product is ClCCNC(=O)N(C1[C@H](O)[C@@H](O)[C@H](O)[C@H](O1)CO)C (1-(2-chloroethyl)-3-methyl-3-D-glucopyranosylurea). RXN SMILES: O=[CH:2][C@@H:3]([C@H:5]([C@@H:7]([C@@H:9]([CH2:11][OH:12])[OH:10])[OH:8])[OH:6])[OH:4].[CH3:13][NH2:14].CO.[Cl:17][CH2:18][CH2:19][N:20]=[C:21]=[O:22].C(OCC)(=O)C>CO.O1CCCC1.CCOCC>[Cl:17][CH2:18][CH2:19][NH:20][C:21]([N:14]([CH3:13])[CH:2]1[O:10][C@H:9]([CH2:11][OH:12])[C@@H:7]([OH:8])[C@H:5]([OH:6])[C@H:3]1[OH:4])=[O:22] |f:1.2|. Reaction conditions: time 1.5 hour. The product is CN(C1COC2=C(C=3N=C(SC31)C(=O)N)C=C(C(=C2)F)C#CC(C)(C2=NC=CC=C2)O)C (4-(dimethylamino)-8-fluoro-9-(3-hydroxy-3-(pyridin-2-yl)but-1-yn-1-yl)-4,5-dihydrobenzo[2,3]oxepino[4,5-d]thiazole-2-carboxamide). As a reaction SMILES: Br[C:2]1[C:21]([F:22])=[CH:20][C:5]2[O:6][CH2:7][CH:8]([N:17]([CH3:19])[CH3:18])[C:9]3[S:13][C:12]([C:14]([NH2:16])=[O:15])=[N:11][C:10]=3[C:4]=2[CH:3]=1.[N:23]1[CH:28]=[CH:27][CH:26]=[CH:25][C:24]=1[C:29]([OH:33])([C:31]#[CH:32])[CH3:30]>>[CH3:18][N:17]([CH3:19])[CH:8]1[C:9]2[S:13][C:12]([C:14]([NH2:16])=[O:15])=[N:11][C:10]=2[C:4]2[CH:3]=[C:2]([C:32]#[C:31][C:29]([OH:33])([C:24]3[CH:25]=[CH:26][CH:27]=[CH:28][N:23]=3)[CH3:30])[C:21]([F:22])=[CH:20][C:5]=2[O:6][CH2:7]1. Procedure: Similar to as described in General Procedure G, racemic 9-bromo-4-(dimethylamino)-8-fluoro-4,5-dihydrobenzo[2,3]oxepino[4,5-d]thiazole-2-carboxamide was reacted with racemic 2-(pyridin-2-yl)but-3-yn-2-ol to give an isomeric mixture of the titled compound. The mixture (80 mg) was separated by Chiral-Prep-HPLC with the following conditions (2#-Gilson Gx 281(HPLC-09)): Column, CHIRALPAK AD-H SFC, 5*25 cm, 5 um; mobile phase, Hex (0.2% TEA) and ethanol (0.2% TEA) (hold 30.0% ethanol (0.2% TEA) in 30... Starting materials: BrC1=CC2=C(OCC(C3=C2N=C(S3)C(=O)N)N(C)C)C=C1F (racemic 9-bromo-4-(dimethylamino)-8-fluoro-4,5-dihydrobenzo[2,3]oxepino[4,5-d]thiazole-2-carboxamide), N1=C(C=CC=C1)C(C)(C#C)O (racemic 2-(pyridin-2-yl)but-3-yn-2-ol). Reactants: diene, C(CCCCCC=C)(=O)O (oct-7-enoic acid), C(CCCCCCCC=C)O (dec-9-en-1-ol). The product is C(CCCCCC=C)(=O)OCCCCCCCCC=C (Dec-9-en-1-yl oct-7-enoate). RXN SMILES: [C:1]([OH:10])(=[O:9])[CH2:2][CH2:3][CH2:4][CH2:5][CH2:6][CH:7]=[CH2:8].[CH2:11](O)[CH2:12][CH2:13][CH2:14][CH2:15][CH2:16][CH2:17][CH2:18][CH:19]=[CH2:20]>>[C:1]([O:10][CH2:20][CH2:19][CH2:18][CH2:17][CH2:16][CH2:15][CH2:14][CH2:13][CH:12]=[CH2:11])(=[O:9])[CH2:2][CH2:3][CH2:4][CH2:5][CH2:6][CH:7]=[CH2:8]. Procedure details: Following the aforementioned procedure, diene was prepared from oct-7-enoic acid and dec-9-en-1-ol. The resulting yellow oil was purified by silica gel chromatography (50:1 hexanes: diethyl ether) to afford the desired product as a colorless oil. IR (neat): 3077 (m), 2926 (s), 2855 (s), 1736 (s), 1641 (m), 1462 (m), 1417 (m), 1351 (m), 1255 (s), 1168 (s), 1113 (m), 1076 (m), 993 (s), 909 (s), 734 (m), 632 (m); 1H NMR (400 MHz, CDCl3): δ 5.86-5.75 (2H, m), 5.02-4.91 (4H, m), 4.05 (2H, t, J=6.8 Hz...